This data is from the Open Reaction Database (ORD), a public repository of structured organic reaction records. The task is: describe an organic reaction: reactants, conditions, products, and yield The reactants are FC(S(=O)(=O)OS(=O)(=O)C(F)(F)F)(F)F (Trifluoromethanesulfonic anhydride), OC1=NC=CC2=CC=C(C=C12)C(=O)OC (methyl 1-hydroxyisoquinoline-7-carboxylate), N1=CC=CC=C1 (pyridine), ClCCl (dichloromethane). Solvent: O (water). Conditions: time 18 hour. Product: FC(S(=O)(=O)OC1=NC=CC2=CC=C(C=C12)C(=O)OC)(F)F (methyl 1-{[(trifluoromethyl)sulfonyl]oxy}isoquinoline-7-carboxylate). The yield is 88.6%. As a reaction SMILES: [F:1][C:2]([F:15])([F:14])[S:3]([O:6]S(C(F)(F)F)(=O)=O)(=[O:5])=[O:4].O[C:17]1[C:26]2[C:21](=[CH:22][CH:23]=[C:24]([C:27]([O:29][CH3:30])=[O:28])[CH:25]=2)[CH:20]=[CH:19][N:18]=1.N1C=CC=CC=1.ClCCl>O>[F:1][C:2]([F:15])([F:14])[S:3]([O:6][C:17]1[C:26]2[C:21](=[CH:22][CH:23]=[C:24]([C:27]([O:29][CH3:30])=[O:28])[CH:25]=2)[CH:20]=[CH:19][N:18]=1)(=[O:5])=[O:4]. Procedure: Trifluoromethanesulfonic anhydride (2.1 g) was added to a mixture of methyl 1-hydroxyisoquinoline-7-carboxylate (1.3 g), pyridine (587 mg), and dichloromethane (40 mL), followed by stirring at room temperature for 18 hours. The reaction mixture was diluted with water, extracted with chloroform, and the organic layer was concentrated under reduced pressure. The resulting residue was purified under silica gel column chromatography (chloroform/methanol) to obtain methyl 1-{[(trifluoromethyl)sulfony... As a reaction SMILES: [CH:1]([C:3]1[C:4]([O:12][CH3:13])=[N:5][C:6]([O:10][CH3:11])=[CH:7][C:8]=1[CH3:9])=[O:2].Br[C:15]1[CH:20]=[CH:19][C:18]([O:21][CH3:22])=[CH:17][CH:16]=1.[Mg].II.[Cl-].[NH4+]>O1CCCC1>[CH3:13][O:12][C:4]1[C:3]([CH:1]([C:15]2[CH:20]=[CH:19][C:18]([O:21][CH3:22])=[CH:17][CH:16]=2)[OH:2])=[C:8]([CH3:9])[CH:7]=[C:6]([O:10][CH3:11])[N:5]=1 |f:4.5|. Procedure details: To a solution of 3-cyano-2,6-dimethoxy-4-methylpyridine (0.11 g) in tetrahydrofuran (3 mL) was added diisobutylaluminum hydride (1.5 mol/L solution in toluene, 0.53 mL) at 0° C. The temperature was raised to room temperature, and the reaction solution was stirred for 5 days. To the reaction mixture was added 1 mol/L hydrochloric acid, and the mixture was extracted with diethyl ether. The organic layer was dried over anhydrous sodium sulfate, and the solvent was removed under reduced pressure. Th... Run in O1CCCC1 (tetrahydrofuran), O1CCCC1 (tetrahydrofuran). The product is COC1=NC(=CC(=C1C(O)C1=CC=C(C=C1)OC)C)OC (2,6-dimethoxy-4-methyl-pyridin-3-yl4-methoxyphenyl methanol). Reactants: C(=O)C=1C(=NC(=CC1C)OC)OC (3-formyl-2,6-dimethoxy-4-methyl-pyridine), Grignard reagent, II (iodine), BrC1=CC=C(C=C1)OC (4-bromoanisole), [Mg] (magnesium), [Cl-].[NH4+] (ammonium chloride). Yields the product C(C1=CC=CC=C1)N1CCC(CC1)(O)C1=C(C=CC=C1)OCC1=CC=CC=C1 (1-Benzyl-4-(2-benzyloxy-phenyl)-piperidin-4-ol). The reactants are [OH-].[Na+] (sodium hydroxide), C(C1=CC=CC=C1)N1CCC(CC1)=O (1-benzyl-4-piperidone), Cl (Hydrochloric acid), C(C1=CC=CC=C1)OC1=C(C=CC=C1)[Mg]Br (2-(benzyloxy)phenyl magnesium bromide). Solvent: C1CCOC1 (THF). Reported procedure: A solution of 1-benzyl-4-piperidone (0.5 g, 2.6 mmol) in THF (10 mL) was cooled to −78° C. and 2-(benzyloxy)phenyl magnesium bromide (3.2 mmol) was added. The mixture was stirred for 0.5 hours then allowed to warm to room temperature. Hydrochloric acid (1 N, 10 mL) was added carefully and the mixture stirred for 0.1 hour before adding a solution of aqueous sodium hydroxide (1 N, 30 mL). The products were extracted into ethyl acetate, dried over magnesium sulphate, filtered and the solvent remove... Yield: 61.8%. Run at time 0.5 hour. RXN SMILES: [CH2:1]([N:8]1[CH2:13][CH2:12][C:11](=[O:14])[CH2:10][CH2:9]1)[C:2]1[CH:7]=[CH:6][CH:5]=[CH:4][CH:3]=1.[CH2:15]([O:22][C:23]1[CH:28]=[CH:27][CH:26]=[CH:25][C:24]=1[Mg]Br)[C:16]1[CH:21]=[CH:20][CH:19]=[CH:18][CH:17]=1.Cl.[OH-].[Na+]>C1COCC1>[CH2:1]([N:8]1[CH2:13][CH2:12][C:11]([C:24]2[CH:25]=[CH:26][CH:27]=[CH:28][C:23]=2[O:22][CH2:15][C:16]2[CH:17]=[CH:18][CH:19]=[CH:20][CH:21]=2)([OH:14])[CH2:10][CH2:9]1)[C:2]1[CH:3]=[CH:4][CH:5]=[CH:6][CH:7]=1 |f:3.4|. The reactants are CNC(C)CC=Cc1cncc(OC)c1, CCOC(C)=O, CCO, O=C(O)c1cc(O)ccc1O. The product is CNC(C)CC=Cc1cncc(OC)c1, O=C(O)c1cc(O)ccc1O. RXN SMILES: [CH3:12][NH:13][CH:14]([CH3:15])[CH2:16][CH:17]=[CH:18][c:19]1[cH:20][n:21][cH:22][c:23]([O:25][CH3:26])[cH:24]1.[CH3:27][CH2:28][O:29][C:30](=[O:31])[CH3:32].[CH3:33][CH2:34][OH:35].[OH:1][C:2](=[O:3])[c:4]1[cH:5][c:6]([OH:7])[cH:8][cH:9][c:10]1[OH:11]>>[CH3:12][NH:13][CH:14]([CH3:15])[CH2:16][CH:17]=[CH:18][c:19]1[cH:20][n:21][cH:22][c:23]([O:25][CH3:26])[cH:24]1.[O:1]=[C:2]([OH:3])[c:4]1[cH:5][c:6]([OH:7])[cH:8][cH:9][c:10]1[OH:11]. The reactants are O=C([O-])[O-], COC(=O)c1cc(Cl)nc(C(C)(F)F)c1, Cc1ccccc1, CCOCC, CCC(C)N, [Cs+], [Cs+], CC(=O)[O-], CC(=O)[O-], [Pd+2], c1ccc(P(c2ccccc2)c2ccc3ccccc3c2-c2c(P(c3ccccc3)c3ccccc3)ccc3ccccc23)cc1. Product: CCC(C)Nc1cc(C(=O)OC)cc(C(C)(F)F)n1. As a reaction SMILES: [C:62](=[O:63])([O-:64])[O-:65].[CH3:1][O:2][C:3]([c:4]1[cH:5][c:6]([Cl:14])[n:7][c:8]([C:10]([CH3:11])([F:12])[F:13])[cH:9]1)=[O:15].[CH3:73][c:74]1[cH:75][cH:76][cH:77][cH:78][cH:79]1.[CH3:80][CH2:81][O:82][CH2:83][CH3:84].[CH:68]([CH3:69])([CH2:70][CH3:71])[NH2:72].[Cs+:66].[Cs+:67].[O-:86][C:87]([CH3:88])=[O:89].[O-:90][C:91]([CH3:92])=[O:93].[Pd+2:85].[c:16]1([P:17]([c:18]2[cH:19][cH:20][cH:21][cH:22][cH:23]2)[c:24]2[cH:25][cH:26][c:27]3[c:28]([cH:29][cH:30][cH:31][cH:32]3)[c:33]2-[c:34]2[c:35]3[c:36]([cH:37][cH:38][cH:39][cH:40]3)[cH:41][cH:42][c:43]2[P:44]([c:45]2[cH:46][cH:47][cH:48][cH:49][cH:50]2)[c:51]2[cH:52][cH:53][cH:54][cH:55][cH:56]2)[cH:57][cH:58][cH:59][cH:60][cH:61]1>>[CH3:1][O:2][C:3]([c:4]1[cH:5][c:6]([NH:72][CH:68]([CH3:69])[CH2:70][CH3:71])[n:7][c:8]([C:10]([CH3:11])([F:12])[F:13])[cH:9]1)=[O:15]. Starting materials: O1C(CCCC1)ONC(=O)[C@@H](CCCC1=CC=CC=C1)[C@H](C(=O)NN(CC(C)C)C(CC(=O)N1C=NC=C1)=O)CC(C)C (2(R)-[1(S)-[(tetrahydro-2(RS)-pyranyloxy)carbamoyl]-4-phenylbutyl]-2′-[2-(1-imidazoyl)acetyl]-2′-isobutyl-4-methylvalerohydrazide), O.C1(=CC=C(C=C1)S(=O)(=O)O)C (p-toluenesulphonic acid monohydrate). Run in CO (methanol). Conditions: time 1 hour. Product: C1(=CC=C(C=C1)S(=O)(=O)O)C.ONC(=O)[C@@H](CCCC1=CC=CC=C1)[C@H](C(=O)NN(CC(C)C)C(CC(=O)N1C=NC=C1)=O)CC(C)C (2(R)-[1(S)-(hydroxycarbamoyl)-4-phenylbutyl]-2′-[2-(1-imidazoyl)acetyl]-2′-isobutyl-4-methylvalerohydrazide p-toluenesulphonate). The yield is 71.5%. RXN SMILES: O1CCCCC1[O:7][NH:8][C:9]([C@H:11]([C@@H:21]([CH2:40][CH:41]([CH3:43])[CH3:42])[C:22]([NH:24][N:25]([C:30](=[O:39])[CH2:31][C:32]([N:34]1[CH:38]=[CH:37][N:36]=[CH:35]1)=[O:33])[CH2:26][CH:27]([CH3:29])[CH3:28])=[O:23])[CH2:12][CH2:13][CH2:14][C:15]1[CH:20]=[CH:19][CH:18]=[CH:17][CH:16]=1)=[O:10].O.[C:45]1([CH3:55])[CH:50]=[CH:49][C:48]([S:51]([OH:54])(=[O:53])=[O:52])=[CH:47][CH:46]=1>CO>[C:45]1([CH3:55])[CH:46]=[CH:47][C:48]([S:51]([OH:54])(=[O:52])=[O:53])=[CH:49][CH:50]=1.[OH:7][NH:8][C:9]([C@H:11]([C@@H:21]([CH2:40][CH:41]([CH3:43])[CH3:42])[C:22]([NH:24][N:25]([C:30](=[O:39])[CH2:31][C:32]([N:34]1[CH:38]=[CH:37][N:36]=[CH:35]1)=[O:33])[CH2:26][CH:27]([CH3:29])[CH3:28])=[O:23])[CH2:12][CH2:13][CH2:14][C:15]1[CH:16]=[CH:17][CH:18]=[CH:19][CH:20]=1)=[O:10] |f:1.2,4.5|. Reported procedure: A solution of 0.390 g of 2(R)-[1(S)-[(tetrahydro-2(RS)-pyranyloxy)carbamoyl]-4-phenylbutyl]-2′-[2-(1-imidazoyl)acetyl]-2′-isobutyl-4-methylvalerohydrazide in 5 ml of methanol was treated with 0.143 g of p-toluenesulphonic acid monohydrate. The mixture was stirred at room temperature for 1 hour and evaporated. The residue was triturated with diethyl ether, filtered and dried to give 0.320 g of 2(R)-[1(S)-(hydroxycarbamoyl)-4-phenylbutyl]-2′-[2-(1-imidazoyl)acetyl]-2′-isobutyl-4-methylvalerohydraz...